Dataset: the Open Reaction Database (ORD), a public repository of structured organic reaction records. Task: describe an organic reaction: reactants, conditions, products, and yield Reagents/catalysts: [Pt]=O (platinum oxide). The solvent is C(C)O (ethanol). Procedure: 52.5 G. of 10,11-dihydro-2-nitro-dibenz[b,f]oxepin-10-one are suspended in 900 ml. of ethyl acetate and 450 ml. of ethanol and hydrogenated in the presence of 300 mg. of platinum oxide at room temperature and normal pressure. The catalyst is removed by filtration, the filtrate evaporated in vacuo. The residue is crystallized from benzene/hexane, and there is obtained 2-amino-10,11-dihydro-dibenz[b,f]oxepin-10-one having a melting point of 116°-117° C. The reactants are [N+](=O)([O-])C1=CC2=C(OC3=C(C(C2)=O)C=CC=C3)C=C1 (10,11-dihydro-2-nitro-dibenz[b,f]oxepin-10-one), C(C)(=O)OCC (ethyl acetate). Reaction SMILES: [N+:1]([C:4]1[CH:19]=[CH:18][C:7]2[O:8][C:9]3[CH:17]=[CH:16][CH:15]=[CH:14][C:10]=3[C:11](=[O:13])[CH2:12][C:6]=2[CH:5]=1)([O-])=O.C(OCC)(=O)C>[Pt]=O.C(O)C>[NH2:1][C:4]1[CH:19]=[CH:18][C:7]2[O:8][C:9]3[CH:17]=[CH:16][CH:15]=[CH:14][C:10]=3[C:11](=[O:13])[CH2:12][C:6]=2[CH:5]=1. Yields the product NC1=CC2=C(OC3=C(C(C2)=O)C=CC=C3)C=C1 (2-amino-10,11-dihydro-dibenz[b,f]oxepin-10-one). Reported procedure: 2-[(tert-Butoxycarbonyl)amino]-1,3-thiazole-5-carboxylic acid was coupled to benzyl 4-(aminomethyl)piperidine-1-carboxylate according to the procedure for EXAMPLE 1. Starting materials: C(C)(C)(C)OC(=O)NC=1SC(=CN1)C(=O)O (2-[(tert-Butoxycarbonyl)amino]-1,3-thiazole-5-carboxylic acid), NCC1CCN(CC1)C(=O)OCC1=CC=CC=C1 (benzyl 4-(aminomethyl)piperidine-1-carboxylate). Product: C(C)(C)(C)OC(=O)NC=1SC(=CN1)C(=O)NCC1CCN(CC1)C(=O)OCC1=CC=CC=C1 (benzyl 4-{[({2-[(tert-butoxycarbonyl)amino]-1,3-thiazol-5-yl}carbonyl)amino]methyl}piperidine-1-carboxylate). As a reaction SMILES: [C:1]([O:5][C:6]([NH:8][C:9]1[S:10][C:11]([C:14]([OH:16])=O)=[CH:12][N:13]=1)=[O:7])([CH3:4])([CH3:3])[CH3:2].[NH2:17][CH2:18][CH:19]1[CH2:24][CH2:23][N:22]([C:25]([O:27][CH2:28][C:29]2[CH:34]=[CH:33][CH:32]=[CH:31][CH:30]=2)=[O:26])[CH2:21][CH2:20]1>>[C:1]([O:5][C:6]([NH:8][C:9]1[S:10][C:11]([C:14]([NH:17][CH2:18][CH:19]2[CH2:24][CH2:23][N:22]([C:25]([O:27][CH2:28][C:29]3[CH:30]=[CH:31][CH:32]=[CH:33][CH:34]=3)=[O:26])[CH2:21][CH2:20]2)=[O:16])=[CH:12][N:13]=1)=[O:7])([CH3:2])([CH3:3])[CH3:4]. Starting materials: [N+](=O)(O)[O-] (nitric acid), CN(C)CCCN1C=2C=CC=CC2CCC3=C1C=CC=C3 (Imipramine), Cl (HCl). Solvent: C(C)(=O)O (acetic acid), C(C)(=O)O (acetic acid). Conditions: temperature 18 celsius. Product: CN(C)CCCN1C2=C(CCC3=CC=CC=C31)C=C(C=C2)[N+](=O)[O-] (2-nitroimipramine). The yield is 51.2%. Reaction SMILES: [CH3:1][N:2]([CH2:4][CH2:5][CH2:6][N:7]1[C:17]2[CH:18]=[CH:19][CH:20]=[CH:21][C:16]=2[CH2:15][CH2:14][C:13]2[CH:12]=[CH:11][CH:10]=[CH:9][C:8]1=2)[CH3:3].[N+:22]([O-])([OH:24])=[O:23].Cl>C(O)(=O)C>[CH3:1][N:2]([CH2:4][CH2:5][CH2:6][N:7]1[C:8]2[C:13](=[CH:12][CH:11]=[CH:10][CH:9]=2)[CH2:14][CH2:15][C:16]2[CH:21]=[C:20]([N+:22]([O-:24])=[O:23])[CH:19]=[CH:18][C:17]1=2)[CH3:3]. Procedure: Imipramine (26a, 1.925 g, 6.87 mmol) was dissolved in 32 mL acetic acid and cooled to 18° C., Conc. nitric acid (0.79 mL, 13 mmol) in 1.1 mL acetic acid was added dropwise, with stirring, keeping reaction at 17°-18° C., then reaction stirred at that temperature for an additional 20 minutes. The reaction was then poured into 130 mL of 0.15M HCl and washed with Et2O (2×85 mL), then pH adjusted to 13 with conc. NaOH and extracted with CHCl3 (4×100 mL). The CHCl3 extracts were combined, washed with ...